Dataset: the Open Reaction Database (ORD), a public repository of structured organic reaction records. Task: describe an organic reaction: reactants, conditions, products, and yield Reactants: OCC1=CC=C(C=C1)OC(N(C1=CC=CC=C1)C)=O (methyl-phenyl-carbamic acid 4-hydroxymethyl-phenyl ester), C1(CCC(N1)=O)=O (succinimide). The product is O=C1N(C(CC1)=O)CC1=CC=C(C=C1)OC(N(C1=CC=CC=C1)C)=O (Methyl-phenyl-carbamic acid 4-(2,5-dioxo-pyrrolidin-1-ylmethyl)-phenyl ester). Isolated yield 57.0%. Reaction SMILES: O[CH2:2][C:3]1[CH:8]=[CH:7][C:6]([O:9][C:10](=[O:19])[N:11]([CH3:18])[C:12]2[CH:17]=[CH:16][CH:15]=[CH:14][CH:13]=2)=[CH:5][CH:4]=1.[C:20]1(=[O:26])[NH:24][C:23](=[O:25])[CH2:22][CH2:21]1>>[O:25]=[C:23]1[CH2:22][CH2:21][C:20](=[O:26])[N:24]1[CH2:2][C:3]1[CH:8]=[CH:7][C:6]([O:9][C:10](=[O:19])[N:11]([CH3:18])[C:12]2[CH:17]=[CH:16][CH:15]=[CH:14][CH:13]=2)=[CH:5][CH:4]=1. Reported procedure: The title compound was prepared in 57% yield as beige crystals using methyl-phenyl-carbamic acid 4-hydroxymethyl-phenyl ester and succinimide. 1H NMR (400 MHz; CDCl3): δ 2.68 (s, 4H), 3.41 (br s, 3H), 4.60 (s, 2H), 7.04 (br d, 2H), 7.23-7.41 (m, 7H); HPLC-MS: m/z=339.1 (M+1); Rt=3.40 min. The reactants are C1(=CC=CC=C1)N=NC1=CC=C(C2=CC=CC=C12)N (4-Phenylazo-1-naphthylamine), C(C1=CC=CC=C1)OC(=O)N1[C@H](C(=O)O)CCC1 (N-benzyloxylcarbonyl-L-proline). The product is C1(=CC=CC=C1)N=NC1=CC=C(C2=CC=CC=C12)NC([C@H]1N(CCC1)C(=O)OCC1=CC=CC=C1)=O (N-Benzyloxycarbonyl-L-proline 4-phenylazo-1-naphthylamide). RXN SMILES: [C:1]1([N:7]=[N:8][C:9]2[C:18]3[C:13](=[CH:14][CH:15]=[CH:16][CH:17]=3)[C:12]([NH2:19])=[CH:11][CH:10]=2)[CH:6]=[CH:5][CH:4]=[CH:3][CH:2]=1.[CH2:20]([O:27][C:28]([N:30]1[CH2:37][CH2:36][CH2:35][C@H:31]1[C:32](O)=[O:33])=[O:29])[C:21]1[CH:26]=[CH:25][CH:24]=[CH:23][CH:22]=1>>[C:1]1([N:7]=[N:8][C:9]2[C:18]3[C:13](=[CH:14][CH:15]=[CH:16][CH:17]=3)[C:12]([NH:19][C:32](=[O:33])[C@@H:31]3[CH2:35][CH2:36][CH2:37][N:30]3[C:28]([O:27][CH2:20][C:21]3[CH:26]=[CH:25][CH:24]=[CH:23][CH:22]=3)=[O:29])=[CH:11][CH:10]=2)[CH:2]=[CH:3][CH:4]=[CH:5][CH:6]=1. Procedure: 4-Phenylazo-1-naphthylamine (4.9 g, 0.02 mole) and N-benzyloxylcarbonyl-L-proline (5.0 g, 0.02 mole) were coupled and the reaction mixture was worked up as in Example 6. The final product was obtained as crystals. Reactants: C(C1=CC=CC=C1)OC(=O)N[C@@H](C)C(=O)N[C@@H](C)C(=O)N[C@@H](C)P(OC)(OC)=O (Dimethyl (1R)-1-[(N-benzyloxycarbonyl-L-alanyl-L-alanyl)amino]-ethylphosphonate). Run in CO (methanol), [Pd] (palladium-on-charcoal). Yields the product N[C@@H](C)C(=O)N[C@@H](C)C(=O)N[C@@H](C)P(OC)(OC)=O (dimethyl (1R)-1-(L-alanyl-L-alanylamino)-ethylphosphonate). Reaction SMILES: C(OC([NH:11][C@H:12]([C:14]([NH:16][C@H:17]([C:19]([NH:21][C@H:22]([P:24](=[O:29])([O:27][CH3:28])[O:25][CH3:26])[CH3:23])=[O:20])[CH3:18])=[O:15])[CH3:13])=O)C1C=CC=CC=1>CO.[Pd]>[NH2:11][C@H:12]([C:14]([NH:16][C@H:17]([C:19]([NH:21][C@H:22]([P:24](=[O:29])([O:25][CH3:26])[O:27][CH3:28])[CH3:23])=[O:20])[CH3:18])=[O:15])[CH3:13]. Procedure: Dimethyl (1R)-1-[(N-benzyloxycarbonyl-L-alanyl-L-alanyl)amino]-ethylphosphonate was dissolved in methanol and catalytically hydrogenated in the presence of 10% palladium-on-charcoal. The solution was filtered and evaporated to give dimethyl (1R)-1-(L-alanyl-L-alanylamino)-ethylphosphonate in the form of an oil.